From a dataset of the Open Reaction Database (ORD), a public repository of structured organic reaction records. describe an organic reaction: reactants, conditions, products, and yield The reactants are C([O-])(O)=O.[Na+] (sodium bicarbonate), C1=CC(=CC(=C1)Cl)C(=O)OO (mCPBA), C(CCC)C1=CC(=NO1)CN1C=NC=2C=NC=3C=CC=CC3C21 (1-[(5-butylisoxazol-3-yl)methyl]-1H-imidazo[4,5-c]quinoline), C1(=CC=C(C=C1)S(=O)(=O)Cl)C (p-Toluenesulfonyl chloride), [OH-].[NH4+] (ammonium hydroxide). The solvent is C(Cl)(Cl)Cl (chloroform). Conditions: time 1.5 hour. Yields the product C(CCC)C1=CC(=NO1)CN1C=NC=2C(=NC=3C=CC=CC3C21)N (1-[(5-butylisoxazol-3-yl)methyl]-1H-imidazo[4,5-c]quinolin-4-amine). Reaction SMILES: C1C=C(Cl)C=C(C(OO)=O)C=1.[CH2:12]([C:16]1[O:20][N:19]=[C:18]([CH2:21][N:22]2[C:34]3[C:33]4[CH:32]=[CH:31][CH:30]=[CH:29][C:28]=4[N:27]=[CH:26][C:25]=3[N:24]=[CH:23]2)[CH:17]=1)[CH2:13][CH2:14][CH3:15].C1(C)C=CC(S(Cl)(=O)=O)=CC=1.[OH-].[NH4+:47].C(=O)(O)[O-].[Na+]>C(Cl)(Cl)Cl>[CH2:12]([C:16]1[O:20][N:19]=[C:18]([CH2:21][N:22]2[C:34]3[C:33]4[CH:32]=[CH:31][CH:30]=[CH:29][C:28]=4[N:27]=[C:26]([NH2:47])[C:25]=3[N:24]=[CH:23]2)[CH:17]=1)[CH2:13][CH2:14][CH3:15] |f:3.4,5.6|. Reported procedure: mCPBA (930 mg of 77% pure material, 4.2 mmol) was added to a solution of 1-[(5-butylisoxazol-3-yl)methyl]-1H-imidazo[4,5-c]quinoline (1.06 g, 3.46 mmol) in chloroform (40 mL), and the solution was stirred for 1.5 hours at room temperature. p-Toluenesulfonyl chloride (726 g, 3.81 mmol) and concentrated ammonium hydroxide (15 mL) were then added, and the mixture was stirred vigorously for three hours at room temperature. Saturated aqueous sodium bicarbonate was added, and the aqueous layer was sep...